Dataset: the Open Reaction Database (ORD), a public repository of structured organic reaction records. Task: describe an organic reaction: reactants, conditions, products, and yield Product: OCC(C(=O)OC)N(CC1=C(C=CC(=C1)C)N)S(=O)(=O)C1=CC=C(C=C1)OC (Methyl 3-Hydroxy-2-[(4-methoxybenzenesulfonyl)-(2-anino-5-methylbenzyl)amino]propionate). Reagents/catalysts: [Pd] (palladium on carbon). Starting materials: OCC(C(=O)OC)N(CC1=C(C=CC(=C1)C)[N+](=O)[O-])S(=O)(=O)C1=CC=C(C=C1)OC (methyl 3-hydroxy-2-[(4-methoxybenzenesulfonyl)-(5-methyl-2-nitrobenzyl)-amino]propionate), [H][H] (hydrogen). Reported procedure: To a solution of 3.4 g of methyl 3-hydroxy-2-[(4-methoxybenzenesulfonyl)-(5-methyl-2-nitrobenzyl)-amino]propionate in 200 ml of ethanol-ethyl acetate (1:1) was added 0.34 g of 10% palladium on carbon (wet −50% H2O). The mixture was then shaken in a Parr hydrogenator under 35 psi of hydrogen for 2.5 hours. The mixture was filtered through diatomaceous earth and the filtrate concentrated under vacuum to give 2.86 g of a brown oil. Anal. for C19H24N2O6S: Calc'd: C, 55.9; H, 5.9; N, 6.9; Found: C, 5... Yield: 90.3%. As a reaction SMILES: [OH:1][CH2:2][CH:3]([N:8]([S:20]([C:23]1[CH:28]=[CH:27][C:26]([O:29][CH3:30])=[CH:25][CH:24]=1)(=[O:22])=[O:21])[CH2:9][C:10]1[CH:15]=[C:14]([CH3:16])[CH:13]=[CH:12][C:11]=1[N+:17]([O-])=O)[C:4]([O:6][CH3:7])=[O:5].[H][H]>C(O)C.C(OCC)(=O)C.[Pd]>[OH:1][CH2:2][CH:3]([N:8]([S:20]([C:23]1[CH:24]=[CH:25][C:26]([O:29][CH3:30])=[CH:27][CH:28]=1)(=[O:22])=[O:21])[CH2:9][C:10]1[CH:15]=[C:14]([CH3:16])[CH:13]=[CH:12][C:11]=1[NH2:17])[C:4]([O:6][CH3:7])=[O:5] |f:2.3|. Solvent: C(C)O.C(C)(=O)OCC (ethanol ethyl acetate). The reactants are COC=1C=CC2=C(N(C(C=N2)=O)CC=O)N1 ((6-methoxy-3-oxopyrido(2,3-b)pyrazin-4(3H)-yl)acetaldehyde), N1CCC(CC1)NC(OC(C)(C)C)=O (tert-butyl (piperidin-4-yl)carbamate), C(C)(=O)O[BH-](OC(C)=O)OC(C)=O.[Na+] (sodium triacetoxyborohydride), C(O)([O-])=O.[Na+] (sodium hydrogen carbonate). Solvent: ClCCl (dichloromethane), C(C)(=O)O (acetic acid), C(Cl)(Cl)Cl (Chloroform). Conditions: time 3 hour. The product is COC=1C=CC2=C(N(C(C=N2)=O)CCN2CCC(CC2)NC(OC(C)(C)C)=O)N1 (tert-butyl (1-(2-(6-methoxy-3-oxopyrido(2,3-b)pyrazin-4(3H)-yl)ethyl)piperidin-4-yl)carbamate). Yield: 71.4%. Reaction SMILES: [CH3:1][O:2][C:3]1[CH:4]=[CH:5][C:6]2[N:11]=[CH:10][C:9](=[O:12])[N:8]([CH2:13][CH:14]=O)[C:7]=2[N:16]=1.[NH:17]1[CH2:22][CH2:21][CH:20]([NH:23][C:24](=[O:30])[O:25][C:26]([CH3:29])([CH3:28])[CH3:27])[CH2:19][CH2:18]1.C(O[BH-](OC(=O)C)OC(=O)C)(=O)C.[Na+].C(=O)([O-])O.[Na+]>ClCCl.C(Cl)(Cl)Cl.C(O)(=O)C>[CH3:1][O:2][C:3]1[CH:4]=[CH:5][C:6]2[N:11]=[CH:10][C:9](=[O:12])[N:8]([CH2:13][CH2:14][N:17]3[CH2:18][CH2:19][CH:20]([NH:23][C:24](=[O:30])[O:25][C:26]([CH3:28])([CH3:27])[CH3:29])[CH2:21][CH2:22]3)[C:7]=2[N:16]=1 |f:2.3,4.5|. Reported procedure: To a solution of 0.18 g of (6-methoxy-3-oxopyrido(2,3-b)pyrazin-4(3H)-yl)acetaldehyde in 4 mL of dichloromethane, 0.16 g of tert-butyl (piperidin-4-yl)carbamate and 47 μL of acetic acid and 0.26 g of sodium triacetoxyborohydride were added, and the mixture was stirred at room temperature for 3 hours. Chloroform and a saturated aqueous sodium hydrogen carbonate solution were added to the reaction mixture, the organic layer was separated, and the aqueous layer was extracted with chloroform. The or...